The task is: describe an organic reaction: reactants, conditions, products, and yield. This data is from the Open Reaction Database (ORD), a public repository of structured organic reaction records. Reported procedure: 2-Amino-4-chloro-6-bromoanisole was prepared by the same procedure described for Step 3 of Preparation 2a except using 2-nitro-4-chloro-6-bromoanisole (16.2 g) and tin (14.5 g). Workup provided 2-amino-4-chloro-6-bromoanisole (14.0 g, 97%). 1H NMR (300 MHz, CDCl3) δ6.88 (d, J=2.4 Hz, 1H), 6.65 (d, J=2.4 Hz, 1H), 3.80 (s, 3H). 13C NMR (75 MHz, CDCl3) δ142.9, 141.9, 130.2, 121.4, 117.1, 114.6, 59.6. Yield: 97.4%. Product: NC1=C(C(=CC(=C1)Cl)Br)OC (2-amino-4-chloro-6-bromoanisole). The reactants are 2a, [N+](=O)([O-])C1=C(C(=CC(=C1)Cl)Br)OC (2-nitro-4-chloro-6-bromoanisole), [Sn] (tin). RXN SMILES: [N+:1]([C:4]1[CH:9]=[C:8]([Cl:10])[CH:7]=[C:6]([Br:11])[C:5]=1[O:12][CH3:13])([O-])=O.[Sn]>>[NH2:1][C:4]1[CH:9]=[C:8]([Cl:10])[CH:7]=[C:6]([Br:11])[C:5]=1[O:12][CH3:13] |^3:13|. Reactants: C(C)(C)C1=CC=C(C=C1)C=1N=C(SC1)NC(CC=1SC=CC1)=O (N-[4-(4-isopropyl-phenyl)-thiazol-2-yl]-2-thiophen-2-yl-acetamide), B#B (diborane), C1CCOC1 (THF), C(=O)(O)[O-].[Na+] (NaHCO3). As a reaction SMILES: [CH:1]([C:4]1[CH:9]=[CH:8][C:7]([C:10]2[N:11]=[C:12]([NH:15][C:16](=O)[CH2:17][C:18]3[S:19][CH:20]=[CH:21][CH:22]=3)[S:13][CH:14]=2)=[CH:6][CH:5]=1)([CH3:3])[CH3:2].B#B.C1COCC1.C([O-])(O)=O.[Na+]>>[CH:1]([C:4]1[CH:5]=[CH:6][C:7]([C:10]2[N:11]=[C:12]([NH:15][CH2:16][CH2:17][C:18]3[S:19][CH:20]=[CH:21][CH:22]=3)[S:13][CH:14]=2)=[CH:8][CH:9]=1)([CH3:3])[CH3:2] |f:3.4|. Reported procedure: To N-[4-(4-isopropyl-phenyl)-thiazol-2-yl]-2-thiophen-2-yl-acetamide (270 mg, 0.79 mmol) was added diborane in THF (1.6 mL, 1M solution, 1.58 mmol). The mixture was stirred at room temperature for 2 h. Saturated NaHCO3 solution was added, and the mixture was extracted into ethyl acetate (3×5 mL). Combined ethyl acetate extracts were dried over Na2SO4, concentrated and purified on silica gel column to afford [4-(4-isopropyl-phenyl)-thiazol-2-yl]-(2-thiophen-2-yl-ethyl)-amine (103 mg). LCMS m/z: 3... Yield: 39.7%. Yields the product C(C)(C)C1=CC=C(C=C1)C=1N=C(SC1)NCCC=1SC=CC1 ([4-(4-isopropyl-phenyl)-thiazol-2-yl]-(2-thiophen-2-yl-ethyl)-amine). Reaction conditions: time 2 hour. Starting materials: O=C([O-])[O-], CN(C)C=O, CC(C)OC(=O)N1CCC(n2ccc3c(Cl)ncnc32)CC1, [K+], [K+], O=[N+]([O-])c1ccc2c(c1)CCN2, O. The product is CC(C)OC(=O)N1CCC(n2ccc3c(N4CCc5cc([N+](=O)[O-])ccc54)ncnc32)CC1. RXN SMILES: [C:40](=[O:41])([O-:42])[O-:43].[CH3:35][N:36]([CH3:37])[CH:38]=[O:39].[Cl:13][c:14]1[c:15]2[c:16]([n:17][cH:18][n:19]1)[n:20]([CH:23]1[CH2:24][CH2:25][N:26]([C:29](=[O:30])[O:31][CH:32]([CH3:33])[CH3:34])[CH2:27][CH2:28]1)[cH:21][cH:22]2.[K+:44].[K+:45].[N+:1](=[O:2])([O-:3])[c:4]1[cH:5][c:6]2[c:10]([cH:11][cH:12]1)[NH:9][CH2:8][CH2:7]2.[OH2:46]>>[N+:1](=[O:2])([O-:3])[c:4]1[cH:5][c:6]2[c:10]([cH:11][cH:12]1)[N:9]([c:14]1[c:15]3[c:16]([n:17][cH:18][n:19]1)[n:20]([CH:23]1[CH2:24][CH2:25][N:26]([C:29](=[O:30])[O:31][CH:32]([CH3:33])[CH3:34])[CH2:27][CH2:28]1)[cH:21][cH:22]3)[CH2:8][CH2:7]2. The reactants are ClCC(=O)C1=CC=C(C=2NC(SC21)=O)O (7-(2-Chloro-acetyl)-4-hydroxy-3H-benzothiazol-2-one), [N-]=[N+]=[N-].[Na+] (Sodium azide). The solvent is CN(C=O)C (N,N-dimethylformamide). Run at time 10 minute. Yields the product N(=[N+]=[N-])CC(=O)C1=CC=C(C=2NC(SC21)=O)O (7-(2-Azido-acetyl)-4-hydroxy-3H-benzothiazol-2-one). RXN SMILES: Cl[CH2:2][C:3]([C:5]1[C:13]2[S:12][C:11](=[O:14])[NH:10][C:9]=2[C:8]([OH:15])=[CH:7][CH:6]=1)=[O:4].[N-:16]=[N+:17]=[N-:18].[Na+]>CN(C)C=O>[N:16]([CH2:2][C:3]([C:5]1[C:13]2[S:12][C:11](=[O:14])[NH:10][C:9]=2[C:8]([OH:15])=[CH:7][CH:6]=1)=[O:4])=[N+:17]=[N-:18] |f:1.2|. Procedure details: 7-(2-Chloro-acetyl)-4-hydroxy-3H-benzothiazol-2-one (example 1, step a) (331 g) was dissolved in N,N-dimethylformamide (1800 mL) and stirred in an ice bath for 10 minutes. Sodium azide (88.3 g) was added portionwise over 15 minutes. The reaction was stirred for 72 hours and then the reaction mixture was divided into 3 equal portions and each quenched separately into ice and water (2.5 L). The solid was filtered off and washed with water (1 L) and re-suspended in acetonitrile (1.5 L). The solvent... Starting materials: IC[C@H](CN1C(C=CC2=CC=CC=C12)=O)C ((S)-1-(3-iodo-2-methyl-propyl)-1H-quinolin-2-one), C(CCC)C1CCNCC1 (4-butylpiperidine), CC#N (CH3CN), CCOC(=O)C (EtOAc). Run in O (water). Reaction conditions: temperature 50 celsius, time 72 hour. Yields the product C(CCC)C1CCN(CC1)C[C@H](CN1C(C=CC2=CC=CC=C12)=O)C ((R)-1-[3-(4-Butylpiperidin-1-yl)-2-methylpropyl]-1H-quinolin-2-one). Yield: 43.7%. Reaction SMILES: I[CH2:2][C@@H:3]([CH3:16])[CH2:4][N:5]1[C:14]2[C:9](=[CH:10][CH:11]=[CH:12][CH:13]=2)[CH:8]=[CH:7][C:6]1=[O:15].[CH2:17]([CH:21]1[CH2:26][CH2:25][NH:24][CH2:23][CH2:22]1)[CH2:18][CH2:19][CH3:20].CC#N.CCOC(C)=O>O>[CH2:17]([CH:21]1[CH2:26][CH2:25][N:24]([CH2:2][C@@H:3]([CH3:16])[CH2:4][N:5]2[C:14]3[C:9](=[CH:10][CH:11]=[CH:12][CH:13]=3)[CH:8]=[CH:7][C:6]2=[O:15])[CH2:23][CH2:22]1)[CH2:18][CH2:19][CH3:20]. Procedure details: A 4 mL vial was charged with crude (S)-1-(3-iodo-2-methyl-propyl)-1H-quinolin-2-one (0.66 g), 4-butylpiperidine (0.43 g, 3.0 mmol) and dry CH3CN (1 mL). The mixture was shaken at 50° C. for 72 h and then poured onto The compound EtOAc (50 mL) and water (25 mL). The water phase was extracted (2×25 mL) and the combined organic phases were dried over Na2SO4, and concentrated under reduced pressure. The residue was purified by flash CC (SiO2; EtOAc/MeOH 1:4) and then cation-exchange CC producing the...